Dataset: the Open Reaction Database (ORD), a public repository of structured organic reaction records. Task: describe an organic reaction: reactants, conditions, products, and yield Reactants: CCOC(=C1C(=O)Nc2ccc([N+](=O)[O-])cc21)c1ccccc1, CN(C)C=O, CCN(CCO)CCc1ccc(NNc2ccccc2)cc1. Yields the product CCN(CCO)CCc1ccc(NC(=C2C(=O)Nc3ccc([N+](=O)[O-])cc32)c2ccccc2)cc1. As a reaction SMILES: [CH2:1]([O:2][C:4]([c:5]1[cH:6][cH:7][cH:8][cH:9][cH:10]1)=[C:11]1[C:12](=[O:23])[NH:13][c:14]2[cH:15][cH:16][c:17]([N+:20](=[O:21])[O-:22])[cH:18][c:19]21)[CH3:3].[O:46]=[CH:47][N:48]([CH3:49])[CH3:50].[OH:24][CH2:25][CH2:26][N:27]([CH2:28][CH3:29])[CH2:30][CH2:31][c:32]1[cH:33][cH:34][c:35]([NH:38][NH:39][c:40]2[cH:41][cH:42][cH:43][cH:44][cH:45]2)[cH:36][cH:37]1>>[C:4]([c:5]1[cH:6][cH:7][cH:8][cH:9][cH:10]1)(=[C:11]1[C:12](=[O:23])[NH:13][c:14]2[cH:15][cH:16][c:17]([N+:20](=[O:21])[O-:22])[cH:18][c:19]21)[NH:38][c:35]1[cH:34][cH:33][c:32]([CH2:31][CH2:30][N:27]([CH2:26][CH2:25][OH:24])[CH2:28][CH3:29])[cH:37][cH:36]1. The reactants are ClCCCCC1CN(C(O1)=O)C(C)C (5-(4-chlorobutyl)-3-(1-methylethyl)-2-oxazolidinone), Br.Br.OC1=C(C=CC=C1)N1CCNCC1 (1-(2-hydroxyphenyl)piperazine dihydrobromide), C([O-])(O)=O.[Na+] (sodium bicarbonate), [I-].[K+] (potassium iodide), Cl (hydrogen chloride). Solvent: CCOCC (ether), C(CCC)O (n-butanol), C(C)O (ethanol). The product is Cl.OC1=C(C=CC=C1)N1CCN(CC1)CCCCC1CN(C(O1)=O)C(C)C (5-[4-[4-(2-Hydroxyphenyl)-1-piperazinyl]butyl]-3-(1-methylethyl)-2-oxazolidinone hydrochloride). Yield: 46.0%. Reaction SMILES: [Cl:1][CH2:2][CH2:3][CH2:4][CH2:5][CH:6]1[O:10][C:9](=[O:11])[N:8]([CH:12]([CH3:14])[CH3:13])[CH2:7]1.Br.Br.[OH:17][C:18]1[CH:23]=[CH:22][CH:21]=[CH:20][C:19]=1[N:24]1[CH2:29][CH2:28][NH:27][CH2:26][CH2:25]1.C(=O)(O)[O-].[Na+].[I-].[K+].Cl>C(O)CCC.C(O)C.CCOCC>[ClH:1].[OH:17][C:18]1[CH:23]=[CH:22][CH:21]=[CH:20][C:19]=1[N:24]1[CH2:29][CH2:28][N:27]([CH2:2][CH2:3][CH2:4][CH2:5][CH:6]2[O:10][C:9](=[O:11])[N:8]([CH:12]([CH3:14])[CH3:13])[CH2:7]2)[CH2:26][CH2:25]1 |f:1.2.3,4.5,6.7,12.13|. Reported procedure: Following the procedure of Example 5, a mixture of 5-(4-chlorobutyl)-3-(1-methylethyl)-2-oxazolidinone (10.4 g, 0.0474 mol), 1-(2-hydroxyphenyl)piperazine dihydrobromide (16.12 g, 0.0474 mol), sodium bicarbonate (15.96 g, 0.190 mol) and potassium iodide (1.0) in n-butanol (350 mL) gave an oil. The oil was dissolved in absolute ethanol and acidified with ethanolic hydrogen chloride. Addition of ether and filtration gave a solid which was dried under high vacuum at 70° C. to give 9.47 g (46% yield... Reactants: ClC(C(OC(C1CCCCC1)C1=CC=C(C=C1)Br)=N)(Cl)Cl ((4-bromophenyl)(cyclohexyl)methyl 2,2,2-trichloroethanimidoate), C(#N)CNC([C@H](CC(C)C)O)=O ((2S)-N-(cyanomethyl)-2-hydroxy-4-methylpentanamide), CC1=CC=C(C=C1)S(=O)(=O)[O-].C1=CC=[NH+]C=C1 (PPTS). The solvent is CCOC(=O)C (EtOAc), C(Cl)Cl (CH2Cl2). Conditions: time 72 hour. Yields the product BrC1=CC=C(C=C1)C(O[C@H](C(=O)NCC#N)CC(C)C)C1CCCCC1 ((2S)-2-[(4-bromophenyl)(cyclohexyl)methoxy]-N-(cyanomethyl)-4-methylpentanamide). Reaction SMILES: ClC(Cl)(Cl)C(=N)O[CH:5]([C:12]1[CH:17]=[CH:16][C:15]([Br:18])=[CH:14][CH:13]=1)[CH:6]1[CH2:11][CH2:10][CH2:9][CH2:8][CH2:7]1.[C:22]([CH2:24][NH:25][C:26](=[O:33])[C@@H:27]([OH:32])[CH2:28][CH:29]([CH3:31])[CH3:30])#[N:23].CC1C=CC(S([O-])(=O)=O)=CC=1.C1C=C[NH+]=CC=1>C(Cl)Cl.CCOC(C)=O>[Br:18][C:15]1[CH:16]=[CH:17][C:12]([CH:5]([CH:6]2[CH2:7][CH2:8][CH2:9][CH2:10][CH2:11]2)[O:32][C@@H:27]([CH2:28][CH:29]([CH3:30])[CH3:31])[C:26]([NH:25][CH2:24][C:22]#[N:23])=[O:33])=[CH:13][CH:14]=1 |f:2.3|. Procedure details: To a solution of (4-bromophenyl)(cyclohexyl)methyl 2,2,2-trichloroethanimidoate of step 2 (4.18 mmol, 1.73 g) in CH2Cl2 (15 mL) was added (2S)-N-(cyanomethyl)-2-hydroxy-4-methylpentanamide from Step 1, Example 67 (4.18 mmol, 0.71 g) and then PPTS (0.42 mmol, 0.105 g). The mixture was stirred at r.t. for 72 h. A red solution resulted. The mixture was diluted with EtOAc and washed with NaHCO3. The organic extract was dried (anhyd. MgSO4) and concentrated under reduced pressure to give an oil. Chro... The reactants are CO, Cl, CC(C)(CO)Cc1cn(C(c2ccccc2)(c2ccccc2)c2ccccc2)c(CC(O)(c2ccc(-c3ccc(F)cn3)cc2)C(F)F)n1, C1COCCO1. Product: CC(C)(CO)Cc1c[nH]c(CC(O)(c2ccc(-c3ccc(F)cn3)cc2)C(F)F)n1. Reaction SMILES: [CH3:57][OH:58].[ClH:1].[F:8][CH:9]([C:10]([CH2:11][c:12]1[n:13]([C:23]([c:24]2[cH:25][cH:26][cH:27][cH:28][cH:29]2)([c:30]2[cH:31][cH:32][cH:33][cH:34][cH:35]2)[c:36]2[cH:37][cH:38][cH:39][cH:40][cH:41]2)[cH:14][c:15]([CH2:17][C:18]([CH2:19][OH:20])([CH3:21])[CH3:22])[n:16]1)([OH:42])[c:43]1[cH:44][cH:45][c:46](-[c:49]2[n:50][cH:51][c:52]([F:55])[cH:53][cH:54]2)[cH:47][cH:48]1)[F:56].[O:2]1[CH2:3][CH2:4][O:5][CH2:6][CH2:7]1>>[F:8][CH:9]([C:10]([CH2:11][c:12]1[nH:13][cH:14][c:15]([CH2:17][C:18]([CH2:19][OH:20])([CH3:21])[CH3:22])[n:16]1)([OH:42])[c:43]1[cH:44][cH:45][c:46](-[c:49]2[n:50][cH:51][c:52]([F:55])[cH:53][cH:54]2)[cH:47][cH:48]1)[F:56].